From a dataset of the Open Reaction Database (ORD), a public repository of structured organic reaction records. describe an organic reaction: reactants, conditions, products, and yield Reactants: FC(C(=O)O)(C(C(C(C(C(C(F)(F)F)(F)F)(F)F)(F)F)(F)F)(F)F)F (perfluorooctanoic acid), [OH-].[K+] (KOH). Product: C(CCCCCCC)(=O)[O-] (octanoate), [F-].[K+] (KF). Reaction SMILES: [F:1][C:2](F)([C:6](F)(F)[C:7](F)(F)[C:8](F)(F)[C:9](F)(F)[C:10](F)(F)[C:11](F)(F)F)[C:3]([OH:5])=[O:4].[OH-].[K+:27]>>[C:3]([O-:5])(=[O:4])[CH2:2][CH2:6][CH2:7][CH2:8][CH2:9][CH2:10][CH3:11].[F-:1].[K+:27] |f:1.2,4.5|. Reported procedure: 82.8 g of perfluorooctanoic acid (0.197 mol) are neutralized with a 20% aqueous KOH-solution to a pH of 6 and the salt mixture formed by octanoate and KF is dried for 24 hours at 100° C./1 mbar. Thereafter 70 ml of tetraglyme are added. After addition of 100 g of perfluoro-(3,6-dimethyl-1,4-dioxanyl-2-oxy)-propionic acid fluoride, the mixture is stirred for 15 hours and the product mixture is treated as in Example 1. By distillation there are obtained 102 g (62.2% of the theory, calculated on us... The reactants are C(C)OC(C(CC1=CC=C(C=2CCCCC12)O)OCC)=O ([rac]-2-ethoxy-3-(4-hydroxy-5,6,7,8-tetrahydro-naphthalen-1-yl)-propionic acid ethyl ester), C1(=CC=CC=C1)P(C1=CC=CC=C1)C1=CC=CC=C1 (triphenylphosphine), CC1=C(N=C(O1)C1=CC=C(C=C1)C(F)(F)F)CCO (2-[5-methyl-2-(4-trifluoromethyl-phenyl)-oxazol-4-yl]-ethanol), FC(C1=CC=C(C=O)C=C1)(F)F (4-trifluoromethyl-benzaldehyde), CC1=C(N=C(O1)C1=CC=C(C=C1)C(F)(F)F)CCO (2-[5-methyl-2-(4-trifluoromethyl-phenyl)-oxazol-4-yl]-ethanol), N(=NC(=O)OCC)C(=O)OCC (DEAD). The product is C(C)OC(C(CC1=CC=C(C=2CCCCC12)OCCC=1N=C(OC1C)C1=CC=C(C=C1)C(F)(F)F)OCC)=O ([rac]-2-ethoxy-3-(4-{2-[5-methyl-2-(4-trifluoromethyl-phenyl)-oxazol-4-yl]-ethoxy}-5,6,7,8-tetrahydro-naphthalen-1-yl)-propionic acid ethyl ester). RXN SMILES: [CH2:1]([O:3][C:4](=[O:21])[CH:5]([O:18][CH2:19][CH3:20])[CH2:6][C:7]1[C:16]2[CH2:15][CH2:14][CH2:13][CH2:12][C:11]=2[C:10]([OH:17])=[CH:9][CH:8]=1)[CH3:2].[CH3:22][C:23]1[O:27][C:26]([C:28]2[CH:33]=[CH:32][C:31]([C:34]([F:37])([F:36])[F:35])=[CH:30][CH:29]=2)=[N:25][C:24]=1[CH2:38][CH2:39]O.FC(F)(F)C1C=CC(C=O)=CC=1.C1(P(C2C=CC=CC=2)C2C=CC=CC=2)C=CC=CC=1.N(C(OCC)=O)=NC(OCC)=O>>[CH2:1]([O:3][C:4](=[O:21])[CH:5]([O:18][CH2:19][CH3:20])[CH2:6][C:7]1[C:16]2[CH2:15][CH2:14][CH2:13][CH2:12][C:11]=2[C:10]([O:17][CH2:39][CH2:38][C:24]2[N:25]=[C:26]([C:28]3[CH:33]=[CH:32][C:31]([C:34]([F:37])([F:35])[F:36])=[CH:30][CH:29]=3)[O:27][C:23]=2[CH3:22])=[CH:9][CH:8]=1)[CH3:2]. Reported procedure: In analogy to the procedure described in example 17 a], [rac]-2-ethoxy-3-(4-hydroxy-5,6,7,8-tetrahydro-naphthalen-1-yl)-propionic acid ethyl ester (example 108 b]) was reacted with 2-[5-methyl-2-(4-trifluoromethyl-phenyl)-oxazol-4-yl]-ethanol (prepared by conversion of the 4-trifluoromethyl-benzaldehyde into 2-[5-methyl-2-(4-trifluoromethyl-phenyl)-oxazol-4-yl]-ethanol in analogy to the sequence described in examples 21 a] to 21 e]) in the presence of triphenylphosphine and DEAD (diethyl azodica... Starting materials: NC=1C=CC=C2C=CC(=CC12)O (8-amino-2-hydroxynapthalene), [N+](=O)([O-])C1=CC=C(C=C1)S(=O)(=O)Cl (4-nitrobenzenesulfonyl chloride), CC(=O)O (HOAc). The solvent is ice water, N1=CC=CC=C1 (pyridine), CCCCCC (hexane). Product: [N+](=O)([O-])C1=CC=C(C=C1)S(=O)(=O)NC=1C=CC=C2C=CC(=CC12)O (8-[(4-Nitrophenyl)sulfonyl]amino-2-naphthol). Yield: 46.5%. RXN SMILES: [NH2:1][C:2]1[CH:3]=[CH:4][CH:5]=[C:6]2[C:11]=1[CH:10]=[C:9]([OH:12])[CH:8]=[CH:7]2.[N+:13]([C:16]1[CH:21]=[CH:20][C:19]([S:22](Cl)(=[O:24])=[O:23])=[CH:18][CH:17]=1)([O-:15])=[O:14].CC(O)=O>N1C=CC=CC=1.CCCCCC>[N+:13]([C:16]1[CH:17]=[CH:18][C:19]([S:22]([NH:1][C:2]2[CH:3]=[CH:4][CH:5]=[C:6]3[C:11]=2[CH:10]=[C:9]([OH:12])[CH:8]=[CH:7]3)(=[O:24])=[O:23])=[CH:20][CH:21]=1)([O-:15])=[O:14]. Reported procedure: A mixture of 8-amino-2-hydroxynapthalene (50 g, 0.3 mole) and 4-nitrobenzenesulfonyl chloride (55 g, 0.25 mole) in pyridine (500 ml) was heated under reflux for 2.5 hours then allowed to stand O/N. The mixture was poured in ice water and acidified with HOAc. The precipitated product was boiled in hexane and then recrystallized from ethyl acetate-hexane to give 40 g of green product (47%). This material was used in Part B. Procedure details: A solution of 2-((E)-2-{3-benzyloxy-4-[1,1,4-trioxo-5-(2-trimethylsilanylethyl)-1,2,5-thiadiazolidin-2-yl]-phenyl}-vinyl)-piperidine-1-carboxylic acid tert-butyl ester (Example 62, step B) (240 mg, 0.353 mmol) in TFA/methylene chloride (3:8) is stirred at RT for 75 min. The solvent is removed under reduced pressure and the residue purified by preparative HPLC to give the title compound. The reactants are C(C)(C)(C)OC(=O)N1C(CCCC1)\C=C\C1=CC(=C(C=C1)N1S(N(C(C1)=O)CC[Si](C)(C)C)(=O)=O)OCC1=CC=CC=C1 (2-((E)-2-{3-Benzyloxy-4-[1,1,4-trioxo-5-(2-trimethylsilanylethyl)-1,2,5-thiadiazolidin-2-yl]-phenyl}-vinyl)-piperidine-1-carboxylic Acid Tert-butyl Ester). Solvent: C(=O)(C(F)(F)F)O.C(Cl)Cl (TFA methylene chloride). Yields the product C(C1=CC=CC=C1)OC1=C(C=CC(=C1)\C=C\C1NCCCC1)N1CC(N(S1(=O)=O)CC[Si](C)(C)C)=O (5-[2-Benzyloxy-4-((E)-2-piperidin-2-yl-vinyl)-phenyl]-1,1-dioxo-2-(2-trimethylsilanylethyl)-1,2,5-thiadiazolidin-3-one). RXN SMILES: C(OC([N:8]1[CH2:13][CH2:12][CH2:11][CH2:10][CH:9]1/[CH:14]=[CH:15]/[C:16]1[CH:21]=[CH:20][C:19]([N:22]2[CH2:26][C:25](=[O:27])[N:24]([CH2:28][CH2:29][Si:30]([CH3:33])([CH3:32])[CH3:31])[S:23]2(=[O:35])=[O:34])=[C:18]([O:36][CH2:37][C:38]2[CH:43]=[CH:42][CH:41]=[CH:40][CH:39]=2)[CH:17]=1)=O)(C)(C)C>C(O)(C(F)(F)F)=O.C(Cl)Cl>[CH2:37]([O:36][C:18]1[CH:17]=[C:16](/[CH:15]=[CH:14]/[CH:9]2[CH2:10][CH2:11][CH2:12][CH2:13][NH:8]2)[CH:21]=[CH:20][C:19]=1[N:22]1[S:23](=[O:34])(=[O:35])[N:24]([CH2:28][CH2:29][Si:30]([CH3:31])([CH3:33])[CH3:32])[C:25](=[O:27])[CH2:26]1)[C:38]1[CH:39]=[CH:40][CH:41]=[CH:42][CH:43]=1 |f:1.2|. Starting materials: C(C1=CC=CC=C1)N1CC(OCC1)C(CC1=C(C=CC=C1)Br)(O)C1=CC=CC=C1 (1-(4-Benzyl-morpholin-2-yl)-2-(2-bromo-phenyl)-1-phenyl-ethanol), C(=O)([O-])[O-].[K+].[K+] (K2CO3), C1(=CC=CC=C1)B(O)O (phenylboronic acid), Pd(Ph3)4. Yield: 98.8%. Run at temperature 80 celsius, time 16 hour. As a reaction SMILES: [CH2:1]([N:8]1[CH2:13][CH2:12][O:11][CH:10]([C:14]([C:24]2[CH:29]=[CH:28][CH:27]=[CH:26][CH:25]=2)([OH:23])[CH2:15][C:16]2[CH:21]=[CH:20][CH:19]=[CH:18][C:17]=2Br)[CH2:9]1)[C:2]1[CH:7]=[CH:6][CH:5]=[CH:4][CH:3]=1.[C:30]1(B(O)O)[CH:35]=[CH:34][CH:33]=[CH:32][CH:31]=1.C([O-])([O-])=O.[K+].[K+]>C(O)C.O>[CH2:1]([N:8]1[CH2:13][CH2:12][O:11][CH:10]([C:14]([C:24]2[CH:29]=[CH:28][CH:27]=[CH:26][CH:25]=2)([OH:23])[CH2:15][C:16]2[CH:21]=[CH:20][CH:19]=[CH:18][C:17]=2[C:30]2[CH:35]=[CH:34][CH:33]=[CH:32][CH:31]=2)[CH2:9]1)[C:2]1[CH:7]=[CH:6][CH:5]=[CH:4][CH:3]=1 |f:2.3.4,5.6|. Product: C(C1=CC=CC=C1)N1CC(OCC1)C(CC1=C(C=CC=C1)C1=CC=CC=C1)(O)C1=CC=CC=C1 (1-(4-Benzyl-morpholin-2-yl)-2-biphenyl-2-yl-1-phenyl-ethanol). Procedure: 1-(4-Benzyl-morpholin-2-yl)-2-(2-bromo-phenyl)-1-phenyl-ethanol (0.50 g, 1.0 equiv. prepared according to Example 15a below) and phenylboronic acid (0.402 g, 3.0 equiv., available from Aldrich Chemical Company) were suspended in a mixture ethanol/water (2/1, 7.5 mL) and Pd(Ph3)4 (0.022 g, 0.04 equiv.), then K2CO3 (0.654 g, 4.30 equiv.) were added. The mixture was heated to 80° C. under nitrogen atmosphere. After 16 hours, the reaction was cooled down to room temperature and filtered through Celi... Solvent: C(C)O.O (ethanol water). Reactants: COC1=C(C=C(C=O)C=C1)[N+](=O)[O-] (4-methoxy-3-nitrobenzaldehyde), C1(=CC=CC=C1)P(C1=CC=CC=C1)(C1=CC=CC=C1)=CC(=O)OC (methyl (triphenylphosphoranylidene)acetate). Run in O1CCCC1 (tetrahydrofuran). Product: COC(\C=C\C1=CC(=C(C=C1)OC)[N+](=O)[O-])=O ((E)-3-(4-methoxy-3-nitro-phenyl)-acrylic acid methyl ester). Isolated yield 25.7%. As a reaction SMILES: [CH3:1][O:2][C:3]1[CH:10]=[CH:9][C:6]([CH:7]=O)=[CH:5][C:4]=1[N+:11]([O-:13])=[O:12].C1(P(=[CH:33][C:34]([O:36][CH3:37])=[O:35])(C2C=CC=CC=2)C2C=CC=CC=2)C=CC=CC=1>O1CCCC1>[CH3:37][O:36][C:34](=[O:35])/[CH:33]=[CH:7]/[C:6]1[CH:9]=[CH:10][C:3]([O:2][CH3:1])=[C:4]([N+:11]([O-:13])=[O:12])[CH:5]=1. Reported procedure: A mixture of 4-methoxy-3-nitrobenzaldehyde (1.5 g, 8.2 mmol) and methyl (triphenylphosphoranylidene)acetate (4.4 g, 13 mmol) in tetrahydrofuran (30 mL) was heated at reflux overnight. The reaction mixture was cooled and evaporated under reduced pressure; the crude residue was purified by flash chromatography (acetone/hexane, 20/80) to afford 0.5 g of (E)-3-(4-methoxy-3-nitro-phenyl)-acrylic acid methyl ester. The reactants are C(=O)(O)CNC1=C(C=NN1C1=C(C=C(C=C1)C(F)(F)F)Cl)C#N (5-carboxymethylamino-1-(2-chloro-4-trifluoromethylphenyl)-4-cyanopyrazole), S(=O)(Cl)Cl (thionyl chloride). Procedure details: A solution of 5-carboxymethylamino-1-(2-chloro-4-trifluoromethylphenyl)-4-cyanopyrazole (4.5 g; prepared as described in Example 26) in thionyl chloride (40 ml) was heated at reflux for 1 hour. The reaction mixture was cooled and evaporated under diminished pressure to give 5-chlorocarbonylmethylamino-1-(2-chloro-4-trifluoromethylphenyl)-4-cyanopyrazole (4.72 g), in the form of a red oil, which was used immediately in b or c below: RXN SMILES: [C:1]([CH2:4][NH:5][C:6]1[N:10]([C:11]2[CH:16]=[CH:15][C:14]([C:17]([F:20])([F:19])[F:18])=[CH:13][C:12]=2[Cl:21])[N:9]=[CH:8][C:7]=1[C:22]#[N:23])(O)=[O:2].S(Cl)([Cl:26])=O>>[Cl:26][C:1]([CH2:4][NH:5][C:6]1[N:10]([C:11]2[CH:16]=[CH:15][C:14]([C:17]([F:20])([F:19])[F:18])=[CH:13][C:12]=2[Cl:21])[N:9]=[CH:8][C:7]=1[C:22]#[N:23])=[O:2]. The product is ClC(=O)CNC1=C(C=NN1C1=C(C=C(C=C1)C(F)(F)F)Cl)C#N (5-chlorocarbonylmethylamino-1-(2-chloro-4-trifluoromethylphenyl)-4-cyanopyrazole). Starting materials: Cl, CC(CCCCOC(=O)c1ccc(N)nc1)=C(F)F, Cc1ccc(S(=O)(=O)Cl)cc1, c1ccncc1. Yields the product CC(CCCCOC(=O)c1ccc(NS(=O)(=O)c2ccc(C)cc2)nc1)=C(F)F. RXN SMILES: [ClH:37].[NH2:7][c:8]1[n:9][cH:10][c:11]([C:12](=[O:13])[O:14][CH2:15][CH2:16][CH2:17][CH2:18][C:19](=[C:20]([F:21])[F:22])[CH3:23])[cH:24][cH:25]1.[c:26]1([CH3:36])[cH:27][cH:28][c:29]([S:32](=[O:33])(=[O:34])[Cl:35])[cH:30][cH:31]1.[cH:1]1[cH:2][cH:3][n:4][cH:5][cH:6]1>>[NH:7]([c:8]1[n:9][cH:10][c:11]([C:12](=[O:13])[O:14][CH2:15][CH2:16][CH2:17][CH2:18][C:19](=[C:20]([F:21])[F:22])[CH3:23])[cH:24][cH:25]1)[S:32]([c:29]1[cH:28][cH:27][c:26]([CH3:36])[cH:31][cH:30]1)(=[O:33])=[O:34].